Task: describe an organic reaction: reactants, conditions, products, and yield. Dataset: the Open Reaction Database (ORD), a public repository of structured organic reaction records The reactants are CN(C1=NC=CC=C1)CCOC1=CC=C(CN2C=C(C(=C2)C2=CC=CC=C2)CO)C=C1 ([1-[4-[2-[N-methyl-N-(2-pyridyl)amino]ethoxy]benzyl]-4-phenyl-3-pyrrolyl]methanol). The reagents and catalysts are [O-2].[O-2].[Mn+4] (manganese dioxide). The solvent is O1CCCC1 (tetrahydrofuran). Run at time 3 hour. Yields the product CN(C1=NC=CC=C1)CCOC1=CC=C(CN2C=C(C(=C2)C2=CC=CC=C2)C=O)C=C1 (1-[4-[2-[N-methyl-N-(2-pyridyl)amino]ethoxy]benzyl]-4-phenylpyrrole-3-carbaldehyde). Isolated yield 97.0%. As a reaction SMILES: [CH3:1][N:2]([CH2:9][CH2:10][O:11][C:12]1[CH:31]=[CH:30][C:15]([CH2:16][N:17]2[CH:21]=[C:20]([C:22]3[CH:27]=[CH:26][CH:25]=[CH:24][CH:23]=3)[C:19]([CH2:28][OH:29])=[CH:18]2)=[CH:14][CH:13]=1)[C:3]1[CH:8]=[CH:7][CH:6]=[CH:5][N:4]=1>[O-2].[O-2].[Mn+4].O1CCCC1>[CH3:1][N:2]([CH2:9][CH2:10][O:11][C:12]1[CH:31]=[CH:30][C:15]([CH2:16][N:17]2[CH:21]=[C:20]([C:22]3[CH:23]=[CH:24][CH:25]=[CH:26][CH:27]=3)[C:19]([CH:28]=[O:29])=[CH:18]2)=[CH:14][CH:13]=1)[C:3]1[CH:8]=[CH:7][CH:6]=[CH:5][N:4]=1 |f:1.2.3|. Reported procedure: A mixture of [1-[4-[2-[N-methyl-N-(2-pyridyl)amino]ethoxy]benzyl]-4-phenyl-3-pyrrolyl]methanol (1.45 g), activated manganese dioxide (4.0 g), and tetrahydrofuran (60 ml) was stirred at room temperature for 3 hours. After the manganese dioxide was removed by filtration, the filtrate was concentrated to obtain 1-[4-[2-[N-methyl-N-(2-pyridyl)amino]ethoxy]benzyl]-4-phenylpyrrole-3-carbaldehyde (1.40 g, yield: 97%) as an oily substance. Reactants: O=C(n1ccnc1)n1ccnc1, C1CCOC1, COC(CC=CC=CC(=O)O)c1ccc(N(C)C)cc1, CCOC(C)=O, Nc1ccccc1N, O=C(O)C(F)(F)F. Product: COC(CC=CC=CC(=O)Nc1ccccc1N)c1ccc(N(C)C)cc1. As a reaction SMILES: [C:21]([n:22]1[cH:23][cH:24][n:25][cH:26]1)([n:27]1[cH:28][cH:29][n:30][cH:31]1)=[O:32].[CH2:48]1[O:49][CH2:50][CH2:51][CH2:52]1.[CH3:1][O:2][CH:3]([CH2:4][CH:5]=[CH:6][CH:7]=[CH:8][C:9](=[O:10])[OH:11])[c:12]1[cH:13][cH:14][c:15]([N:18]([CH3:19])[CH3:20])[cH:16][cH:17]1.[CH3:53][CH2:54][O:55][C:56](=[O:57])[CH3:58].[NH2:33][c:34]1[cH:35][cH:36][cH:37][cH:38][c:39]1[NH2:40].[OH:41][C:42]([C:43]([F:44])([F:45])[F:46])=[O:47]>>[CH3:1][O:2][CH:3]([CH2:4][CH:5]=[CH:6][CH:7]=[CH:8][C:9](=[O:11])[NH:40][c:39]1[c:34]([NH2:33])[cH:35][cH:36][cH:37][cH:38]1)[c:12]1[cH:13][cH:14][c:15]([N:18]([CH3:19])[CH3:20])[cH:16][cH:17]1. The reactants are O=C1N(CC2=CC(=CC=C12)[N+](=O)[O-])C1C(NC(CC1)=O)=O (1-Oxo-2-(2,6-dioxopiperidin-3-yl)-5-nitroisoindoline), O=C1N(CC2=C(C=CC=C12)[N+](=O)[O-])C1C(NC(CC1)=O)=O (1-oxo-2-(2,6-dioxopiperidin-3-yl )-4-nitroisoindoline). Yields the product O=C1N(CC2=CC=C(C=C12)[N+](=O)[O-])C1C(NC(CC1)=O)=O (1-oxo-2-(2,6-dioxopiperidin-3-yl)-6-nitroisoindoline), O=C1N(CC2=CC=CC(=C12)[N+](=O)[O-])C1C(NC(CC1)=O)=O (1-oxo-2-(2,6-dioxopiperidine-3-yl)-7-nitroisoindoline). As a reaction SMILES: [O:1]=[C:2]1[C:10]2[C:5](=[CH:6][C:7]([N+:11]([O-:13])=[O:12])=[CH:8][CH:9]=2)[CH2:4][N:3]1[CH:14]1[CH2:19][CH2:18][C:17](=[O:20])[NH:16][C:15]1=[O:21].[O:22]=[C:23]1[C:31]2[C:26](=[C:27]([N+:32]([O-:34])=[O:33])[CH:28]=[CH:29][CH:30]=2)[CH2:25][N:24]1[CH:35]1[CH2:40][CH2:39][C:38](=[O:41])[NH:37][C:36]1=[O:42]>>[O:22]=[C:4]1[C:5]2[C:10](=[CH:9][CH:8]=[C:7]([N+:11]([O-:13])=[O:12])[CH:6]=2)[CH2:2][N:3]1[CH:14]1[CH2:19][CH2:18][C:17](=[O:20])[NH:16][C:15]1=[O:21].[O:1]=[C:25]1[C:26]2[C:31](=[CH:30][CH:29]=[CH:28][C:27]=2[N+:32]([O-:34])=[O:33])[CH2:23][N:24]1[CH:35]1[CH2:40][CH2:39][C:38](=[O:41])[NH:37][C:36]1=[O:42]. Procedure: 1-Oxo-2-(2,6-dioxopiperidin-3-yl)-5-nitroisoindoline, 1-oxo-2-(2,6-dioxopiperidin-3-yl )-4-nitroisoindoline. 1-oxo-2-(2,6-dioxopiperidin-3-yl)-6-nitroisoindoline, and 1-oxo-2-(2,6-dioxopiperidine-3-yl)-7-nitroisoindoline can be obtained by allowing 2,6-dioxopiperidin-3-ammonium chloride to react with methyl 2-bromomethyl-5-nitrobenzoate, methyl 2-bromomethyl-4-nitrobenzoate methyl 2-bromomethyl-6-nitrobenzoate, and methyl 2-bromomethyl-7-nitrobenzoate, respectively, in dimethylformamide in the p... Reactants: O=C(N=C=S)c1ccccc1, C1CCOC1, Nc1ncc(Sc2ccccn2)cc1Oc1ccccc1. Yields the product O=C(NC(=S)Nc1ncc(Sc2ccccn2)cc1Oc1ccccc1)c1ccccc1. As a reaction SMILES: [C:22]([c:23]1[cH:24][cH:25][cH:26][cH:27][cH:28]1)(=[O:29])[N:30]=[C:31]=[S:32].[CH2:33]1[O:34][CH2:35][CH2:36][CH2:37]1.[O:1]([c:2]1[cH:3][cH:4][cH:5][cH:6][cH:7]1)[c:8]1[c:9]([NH2:21])[n:10][cH:11][c:12]([S:14][c:15]2[n:16][cH:17][cH:18][cH:19][cH:20]2)[cH:13]1>>[O:1]([c:2]1[cH:3][cH:4][cH:5][cH:6][cH:7]1)[c:8]1[c:9]([NH:21][C:31]([NH:30][C:22]([c:23]2[cH:24][cH:25][cH:26][cH:27][cH:28]2)=[O:29])=[S:32])[n:10][cH:11][c:12]([S:14][c:15]2[n:16][cH:17][cH:18][cH:19][cH:20]2)[cH:13]1. Starting materials: BrC1=CC(=C(C=C1)S(=O)(=O)NC1=C(C=CC(=N1)N1C[C@H](N([C@H](C1)C)C(=O)OC(C)(C)C)C)OC)Cl (1,1-Dimethylethyl (2R,6S)-4-[6-{[(4-bromo-2-chlorophenyl)sulfonyl]amino}-5-(methyloxy)-2-pyridinyl]-2,6-dimethyl-1-piperazinecarboxylate), CC1=CC=C(S1)B(O)O (5-methylthiophen-2-boronic acid), Palladium dichloride di-triphenylphosphine, C([O-])([O-])=O.[Na+].[Na+] (sodium carbonate), O (water). The solvent is COCCOC (DME), C(C)(=O)OCC (ethyl acetate). Yields the product ClC1=C(C=CC(=C1)C=1SC(=CC1)C)S(=O)(=O)NC1=C(C=CC(=N1)N1C[C@H](N([C@H](C1)C)C(=O)OC(C)(C)C)C)OC (1,1-Dimethylethyl (2R,6S)-4-[6-({[2-chloro-4-(5-methyl-2-thienyl)phenyl]sulfonyl}amino)-5-(methyloxy)-2-pyridinyl]-2,6-dimethyl-1-piperazinecarboxylate). Isolated yield 85.8%. Reaction SMILES: Br[C:2]1[CH:7]=[CH:6][C:5]([S:8]([NH:11][C:12]2[N:17]=[C:16]([N:18]3[CH2:23][C@H:22]([CH3:24])[N:21]([C:25]([O:27][C:28]([CH3:31])([CH3:30])[CH3:29])=[O:26])[C@H:20]([CH3:32])[CH2:19]3)[CH:15]=[CH:14][C:13]=2[O:33][CH3:34])(=[O:10])=[O:9])=[C:4]([Cl:35])[CH:3]=1.[CH3:36][C:37]1[S:41][C:40](B(O)O)=[CH:39][CH:38]=1.C(=O)([O-])[O-].[Na+].[Na+].O>COCCOC.C(OCC)(=O)C>[Cl:35][C:4]1[CH:3]=[C:2]([C:40]2[S:41][C:37]([CH3:36])=[CH:38][CH:39]=2)[CH:7]=[CH:6][C:5]=1[S:8]([NH:11][C:12]1[N:17]=[C:16]([N:18]2[CH2:23][C@H:22]([CH3:24])[N:21]([C:25]([O:27][C:28]([CH3:31])([CH3:30])[CH3:29])=[O:26])[C@H:20]([CH3:32])[CH2:19]2)[CH:15]=[CH:14][C:13]=1[O:33][CH3:34])(=[O:10])=[O:9] |f:2.3.4|. Procedure: 1,1-Dimethylethyl (2R,6S)-4-[6-{[(4-bromo-2-chlorophenyl)sulfonyl]amino}-5-(methyloxy)-2-pyridinyl]-2,6-dimethyl-1-piperazinecarboxylate (D13) (0.10 g, 0.169 mmol), 5-methylthiophen-2-boronic acid (0.0739 g, 0.254 mmol), Palladium dichloride di-triphenylphosphine (5.9 mg, 0.0127 mmol), sodium carbonate (0.0359 g, 0.339 mmol) were heated in DME (1 mL) and water (0.5 mL) at 120° C. in the microwave for 20 minutes. The reaction was then diluted with ethyl acetate (50 mL) and washed with saturated s... Starting materials: [Li]CCCC, C1CCOC1, CI, CCCCCC, CNc1ccc2c(c1)N(C)C(=O)N(c1ccc(Cl)cc1)S2(=O)=O, O. Product: CN(C)c1ccc2c(c1)N(C)C(=O)N(c1ccc(Cl)cc1)S2(=O)=O. Reaction SMILES: [CH2:24]([Li:25])[CH2:26][CH2:27][CH3:28].[CH2:32]1[O:33][CH2:34][CH2:35][CH2:36]1.[CH3:29][I:30].[CH3:37][CH2:38][CH2:39][CH2:40][CH2:41][CH3:42].[Cl:1][c:2]1[cH:3][cH:4][c:5]([N:8]2[S:9](=[O:22])(=[O:23])[c:10]3[c:11]([cH:16][c:17]([NH:20][CH3:21])[cH:18][cH:19]3)[N:12]([CH3:15])[C:13]2=[O:14])[cH:6][cH:7]1.[OH2:31]>>[Cl:1][c:2]1[cH:3][cH:4][c:5]([N:8]2[S:9](=[O:22])(=[O:23])[c:10]3[c:11]([cH:16][c:17]([N:20]([CH3:21])[CH3:24])[cH:18][cH:19]3)[N:12]([CH3:15])[C:13]2=[O:14])[cH:6][cH:7]1.